Dataset: the Open Reaction Database (ORD), a public repository of structured organic reaction records. Task: describe an organic reaction: reactants, conditions, products, and yield Reactants: CO, CCOC(=O)c1cnn2ccc(-c3ccc(Cl)cc3)nc12, [Na+], [OH-], O. Yields the product O=C(O)c1cnn2ccc(-c3ccc(Cl)cc3)nc12. RXN SMILES: [CH3:24][OH:25].[Cl:1][c:2]1[cH:3][cH:4][c:5](-[c:8]2[n:9][c:10]3[n:11]([cH:12][cH:13]2)[n:14][cH:15][c:16]3[C:17](=[O:18])[O:19][CH2:20][CH3:21])[cH:6][cH:7]1.[Na+:23].[OH-:22].[OH2:26]>>[Cl:1][c:2]1[cH:3][cH:4][c:5](-[c:8]2[n:9][c:10]3[n:11]([cH:12][cH:13]2)[n:14][cH:15][c:16]3[C:17](=[O:18])[OH:19])[cH:6][cH:7]1.